From a dataset of the Open Reaction Database (ORD), a public repository of structured organic reaction records. describe an organic reaction: reactants, conditions, products, and yield The reactants are ClCCl, CCOC(C)=O, CC(C)(C)c1cnc(NC(=O)c2ccc(Sc3ccc(N)cc3)c([N+](=O)[O-])c2)s1, O=C(Cl)OCC1c2ccccc2-c2ccccc21, c1ccncc1. Yields the product CC(C)(C)c1cnc(NC(=O)c2ccc(Sc3ccc(NC(=O)OCC4c5ccccc5-c5ccccc54)cc3)c([N+](=O)[O-])c2)s1. As a reaction SMILES: [CH2:54]([Cl:55])[Cl:56].[CH3:57][CH2:58][O:59][C:60](=[O:61])[CH3:62].[NH2:1][c:2]1[cH:3][cH:4][c:5]([S:8][c:9]2[c:10]([N+:27](=[O:28])[O-:29])[cH:11][c:12]([C:13](=[O:14])[NH:15][c:16]3[s:17][c:18]([C:21]([CH3:22])([CH3:23])[CH3:24])[cH:19][n:20]3)[cH:25][cH:26]2)[cH:6][cH:7]1.[cH:30]1[cH:31][cH:32][cH:33][c:34]2[c:42]1[CH:41]([CH2:43][O:44][C:45](=[O:46])[Cl:47])[c:40]1[c:35]-2[cH:36][cH:37][cH:38][cH:39]1.[cH:48]1[cH:49][cH:50][n:51][cH:52][cH:53]1>>[NH:1]([c:2]1[cH:3][cH:4][c:5]([S:8][c:9]2[c:10]([N+:27](=[O:28])[O-:29])[cH:11][c:12]([C:13](=[O:14])[NH:15][c:16]3[s:17][c:18]([C:21]([CH3:22])([CH3:23])[CH3:24])[cH:19][n:20]3)[cH:25][cH:26]2)[cH:6][cH:7]1)[C:45]([O:44][CH2:43][CH:41]1[c:40]2[c:35]([cH:36][cH:37][cH:38][cH:39]2)-[c:34]2[cH:33][cH:32][cH:31][cH:30][c:42]21)=[O:46]. Reactants: Intermediate 2, BrC1=CC=C(C=C1)[C@H](C)NCCC1(CCC2(OCC(CO2)(C)C)CC1)O (9-{2-[(S)-1-(4-bromo-phenyl)-ethylamino]-ethyl}-3,3-dimethyl-1,5-dioxa-spiro[5.5]undecan-9-ol), ClC(Cl)(OC(OC(Cl)(Cl)Cl)=O)Cl (triphosgene). The product is BrC1=CC=C(C=C1)[C@H](C)N1C(OC2(CC1)CCC1(OCC(CO1)(C)C)CC2)=O (3-[(S)-1-(4-bromo-phenyl)-ethyl]-12,12-dimethyl-1,10,14-trioxa-3-aza-dispiro[5.2.5.2]hexadecan-2-one), BrC1=CC=C(C=C1)[C@H](C)N1C(OC2(CC1)CCC(CC2)=O)=O (3-[(S)-1-(4-bromo-phenyl)-ethyl]-1-oxa-3-aza-spiro[5.5]undecane-2,9-dione). Yield: 36.0%. RXN SMILES: [Br:1][C:2]1[CH:7]=[CH:6][C:5]([C@@H:8]([NH:10][CH2:11][CH2:12][C:13]2([OH:26])[CH2:25][CH2:24][C:16]3([O:21][CH2:20][C:19]([CH3:23])([CH3:22])[CH2:18][O:17]3)[CH2:15][CH2:14]2)[CH3:9])=[CH:4][CH:3]=1.Cl[C:28](Cl)([O:30]C(=O)OC(Cl)(Cl)Cl)Cl>>[Br:1][C:2]1[CH:7]=[CH:6][C:5]([C@@H:8]([N:10]2[CH2:11][CH2:12][C:13]3([CH2:14][CH2:15][C:16]4([O:17][CH2:18][C:19]([CH3:23])([CH3:22])[CH2:20][O:21]4)[CH2:24][CH2:25]3)[O:26][C:28]2=[O:30])[CH3:9])=[CH:4][CH:3]=1.[Br:1][C:2]1[CH:3]=[CH:4][C:5]([C@@H:8]([N:10]2[CH2:11][CH2:12][C:13]3([CH2:14][CH2:15][C:16](=[O:21])[CH2:24][CH2:25]3)[O:26][C:28]2=[O:30])[CH3:9])=[CH:6][CH:7]=1. Procedure: The title compound is prepared from 9-{2-[(S)-1-(4-bromo-phenyl)-ethylamino]-ethyl}-3,3-dimethyl-1,5-dioxa-spiro[5.5]undecan-9-ol and triphosgene following a procedure analogous to that described in Step 4 of Intermediate 2; besides the title compound 3-[(S)-1-(4-bromo-phenyl)-ethyl]-1-oxa-3-aza-spiro[5.5]undecane-2,9-dione (36% of theory) is obtained. Yield: 40% of theory; Mass spectrum (ESI+): m/z=452/454 (Br) [M+H]+. Reactants: final mixture, C(=O)(OC(C)(C)C)NCCC1=CC=C(N)C=C1 (4-(N-Boc-2-aminoethyl)aniline), [BH3-]C#N.[Na+] (NaCNBH3), C1(=CC=CC=C1)C(=O)C=O (phenyl glyoxal). Run in CO (methanol). Conditions: time 1 hour. The product is C1(=CC=CC=C1)C(CNC1=CC=C(C=C1)CCNC(=O)OC(C)(C)C)O (N-(2-phenyl-2-hydroxyethyl)-4-(N-Boc-2-aminoethyl)-aniline). Yield: 90.9%. RXN SMILES: [C:1]([NH:8][CH2:9][CH2:10][C:11]1[CH:17]=[CH:16][C:14]([NH2:15])=[CH:13][CH:12]=1)([O:3][C:4]([CH3:7])([CH3:6])[CH3:5])=[O:2].[C:18]1([C:24]([CH:26]=O)=[O:25])[CH:23]=[CH:22][CH:21]=[CH:20][CH:19]=1.[BH3-]C#N.[Na+]>CO>[C:18]1([CH:24]([OH:25])[CH2:26][NH:15][C:14]2[CH:16]=[CH:17][C:11]([CH2:10][CH2:9][NH:8][C:1]([O:3][C:4]([CH3:6])([CH3:7])[CH3:5])=[O:2])=[CH:12][CH:13]=2)[CH:23]=[CH:22][CH:21]=[CH:20][CH:19]=1 |f:2.3|. Procedure: 4-(N-Boc-2-aminoethyl)aniline 28 (1.25 g, 5.29 mmole) was dissolved in methanol (30 mL), followed by addition of phenyl glyoxal 24 (0.708 g, 5.28 mmole). The reaction mixture was stirred for 1 h at rt, prior to addition of NaCNBH3 (0.665 g, 10.6 mmole). The final mixture was stirred for 12 h at rt, concentrated, and purified by flash silica column chromatography (2 to 5% MeOH/CH2Cl2) to give N-(2-phenyl-2-hydroxyethyl)-4-(N-Boc-2-aminoethyl)-aniline as a pale yellow oil (1.71 g, 91%): Rf=0.18 in... The reactants are C1(CCCCC1)PC1CCCCC1 (dicyclohexylphosphine), P(Cl)(Cl)(Cl)(Cl)Cl (PCl5). The solvent is C1(=CC=CC=C1)C (toluene), C1(=CC=CC=C1)C (toluene). Reaction conditions: time 1 hour. Product: C1(CCCCC1)P(Cl)C1CCCCC1 (dicyclohexylchlorophosphine). Reaction SMILES: [CH:1]1([PH:7][CH:8]2[CH2:13][CH2:12][CH2:11][CH2:10][CH2:9]2)[CH2:6][CH2:5][CH2:4][CH2:3][CH2:2]1.P(Cl)(Cl)(Cl)(Cl)[Cl:15]>C1(C)C=CC=CC=1>[CH:8]1([P:7]([CH:1]2[CH2:2][CH2:3][CH2:4][CH2:5][CH2:6]2)[Cl:15])[CH2:9][CH2:10][CH2:11][CH2:12][CH2:13]1. Procedure details: A solution of 19 g (0.1 mol) dicyclohexylphosphine in 50 ml toluene was dropped into a suspension of 21 g (0.1 mol) PCl5 in 100 ml toluene. The reaction temperature was maintained at less than 30° C. After all had been dropped in, the whole was boiled for 1 hour under reflux. A slight precipitate was removed by means of a reverse frit and the reaction mixture was freed from all low boilers at 60° C. under 0.1 mbar. Yield: 23.3 g; 31P-NMR: δ P=126 ppm, (c-C6H11)2PCl, 96 mol %; δ P=54 ppm, (c-C6H1... Starting materials: CCOC(=O)C(C)(C)Br, CO, CCOC(C)=O, [K+], [K+], O=C([O-])[O-], O, N#CSc1cnc(N)s1. Product: CCOC(=O)C(C)(C)Sc1cnc(N)s1. Reaction SMILES: [CH2:10]([CH3:11])[O:12][C:13]([C:14]([CH3:15])([CH3:16])[Br:17])=[O:18].[CH3:26][OH:27].[CH3:28][CH2:29][O:30][C:31]([CH3:32])=[O:33].[K+:19].[K+:20].[O-:21][C:22]([O-:23])=[O:24].[OH2:25].[S:1]([C:2]#[N:3])[c:4]1[cH:5][n:6][c:7]([NH2:9])[s:8]1>>[S:1]([c:4]1[cH:5][n:6][c:7]([NH2:9])[s:8]1)[C:14]([C:13]([O:12][CH2:10][CH3:11])=[O:18])([CH3:15])[CH3:16]. Starting materials: ClCCCl, CCOC(C)=O, CCN(C(C)C)C(C)C, Nc1ccc(OC(F)(F)F)cc1, O=C(O)c1cc(-c2cc(F)c(F)c(F)c2)n[nH]1, CN(C)C=O, On1nnc2cccnc21. The product is O=C(Nc1ccc(OC(F)(F)F)cc1)c1cc(-c2cc(F)c(F)c(F)c2)n[nH]1. RXN SMILES: [CH2:49]([Cl:50])[CH2:51][Cl:52].[CH3:58][CH2:59][O:60][C:61](=[O:62])[CH3:63].[CH:30]([N:31]([CH2:32][CH3:33])[CH:34]([CH3:35])[CH3:36])([CH3:37])[CH3:38].[F:18][C:19]([O:20][c:21]1[cH:22][cH:23][c:24]([NH2:25])[cH:26][cH:27]1)([F:28])[F:29].[F:1][c:2]1[cH:3][c:4](-[c:10]2[n:11][nH:12][c:13]([C:15](=[O:16])[OH:17])[cH:14]2)[cH:5][c:6]([F:9])[c:7]1[F:8].[O:53]=[CH:54][N:55]([CH3:56])[CH3:57].[OH:39][n:40]1[c:41]2[n:42][cH:43][cH:44][cH:45][c:46]2[n:47][n:48]1>>[F:1][c:2]1[cH:3][c:4](-[c:10]2[n:11][nH:12][c:13]([C:15](=[O:17])[NH:25][c:24]3[cH:23][cH:22][c:21]([O:20][C:19]([F:18])([F:28])[F:29])[cH:27][cH:26]3)[cH:14]2)[cH:5][c:6]([F:9])[c:7]1[F:8].